Dataset: the Open Reaction Database (ORD), a public repository of structured organic reaction records. Task: describe an organic reaction: reactants, conditions, products, and yield Reactants: CN (Methylamine), C(#N)NC(SC)=NCCSCC1=NC=CC=C1OCC (N-cyano-N'-[2-((3-ethoxy-2-pyridyl)methylthio)ethyl]-S-methylisothiourea). The solvent is C(C)O (ethanol), C(C)O (ethanol). Conditions: time 8 hour. Product: C(#N)NC(=NCCSCC1=NC=CC=C1OCC)NC (N-Cyano-N'-methyl-N"-[2-((3-ethoxy-2-pyridyl)methylthio)ethyl]guanidine). RXN SMILES: [CH3:1][NH2:2].[C:3]([NH:5][C:6](=[N:9][CH2:10][CH2:11][S:12][CH2:13][C:14]1[C:19]([O:20][CH2:21][CH3:22])=[CH:18][CH:17]=[CH:16][N:15]=1)SC)#[N:4]>C(O)C>[C:3]([NH:5][C:6]([NH:2][CH3:1])=[N:9][CH2:10][CH2:11][S:12][CH2:13][C:14]1[C:19]([O:20][CH2:21][CH3:22])=[CH:18][CH:17]=[CH:16][N:15]=1)#[N:4]. Reported procedure: Methylamine in ethanol (33%, 10 cc) was added to a stirred suspension of N-cyano-N'-[2-((3-ethoxy-2-pyridyl)methylthio)ethyl]-S-methylisothiourea (1.0 g) in ethanol (5 cc) and the mixture was left to stand overnight. Nitrogen was bubbled through the solution for one hour and the solution was concentrated and crystals which deposited were filtered off and recrystallised from ethanol/ether to give the title product (0.7 g) m.p. 126.5°-127.5°. Reactants: COc1ccc(N2CCC(N3CCC(NC(=O)CNC(=O)c4ccc(Cl)c(Cl)c4)C3)CC2)cc1, O=C(Cl)c1ccc(Cl)c(Cl)c1. The product is COc1ccc(N2CCC(N3CCC(NC(=O)CNC(=O)c4cccc(Cl)c4)C3)CC2)cc1. As a reaction SMILES: [Cl:1][c:2]1[cH:3][c:4]([C:5](=[O:6])[NH:7][CH2:8][C:9](=[O:10])[NH:11][CH:12]2[CH2:13][N:14]([CH:17]3[CH2:18][CH2:19][N:20]([c:23]4[cH:24][cH:25][c:26]([O:29][CH3:30])[cH:27][cH:28]4)[CH2:21][CH2:22]3)[CH2:15][CH2:16]2)[cH:31][cH:32][c:33]1[Cl:34].[Cl:35][c:36]1[cH:37][c:38]([C:43]([Cl:44])=[O:45])[cH:39][cH:40][c:41]1[Cl:42]>>[Cl:1][c:2]1[cH:3][c:4]([C:5](=[O:6])[NH:7][CH2:8][C:9](=[O:10])[NH:11][CH:12]2[CH2:13][N:14]([CH:17]3[CH2:18][CH2:19][N:20]([c:23]4[cH:24][cH:25][c:26]([O:29][CH3:30])[cH:27][cH:28]4)[CH2:21][CH2:22]3)[CH2:15][CH2:16]2)[cH:31][cH:32][cH:33]1. Reactants: CO, O=[N+]([O-])c1cccnc1NCc1ccc(F)cc1, [H][H]. The product is Nc1cccnc1NCc1ccc(F)cc1. As a reaction SMILES: [CH3:21][OH:22].[F:1][c:2]1[cH:3][cH:4][c:5]([CH2:6][NH:7][c:8]2[n:9][cH:10][cH:11][cH:12][c:13]2[N+:14]([O-:15])=[O:16])[cH:17][cH:18]1.[H:19][H:20]>>[F:1][c:2]1[cH:3][cH:4][c:5]([CH2:6][NH:7][c:8]2[n:9][cH:10][cH:11][cH:12][c:13]2[NH2:14])[cH:17][cH:18]1. Reactants: C([O-])([O-])=O.[Cs+].[Cs+] (cesium carbonate), BrCC(=O)OC(C)(C)C (t-butyl bromoacetate), CN([C@@H]1CC[C@H](CC1)C(=O)NC1=C(OC2=C1C=CC(=C2)O)C(=O)NC2=NC=C(C=C2)Cl)C (Trans-3-[4-(dimethylamino)cyclohexylcarbonylamino]-6-hydroxy-N-(5-chloropyridin-2-yl)benzofuran-2-carboxamide). The solvent is O (water), CN(C=O)C (N,N-dimethylformamide). Reaction conditions: time 12 hour. The product is C(C)(C)(C)OC(=O)COC1=CC2=C(C(=C(O2)C(=O)NC2=NC=C(C=C2)Cl)NC(=O)[C@@H]2CC[C@H](CC2)N(C)C)C=C1 (Trans-6-t-butoxycarbonylmethoxy-3-[4-(dimethylamino)cyclohexylcarbonylamino]-N-(5-chloropyridin-2-yl)benzofuran-2-carboxamide). As a reaction SMILES: [CH3:1][N:2]([CH3:32])[C@H:3]1[CH2:8][CH2:7][C@H:6]([C:9]([NH:11][C:12]2[C:16]3[CH:17]=[CH:18][C:19]([OH:21])=[CH:20][C:15]=3[O:14][C:13]=2[C:22]([NH:24][C:25]2[CH:30]=[CH:29][C:28]([Cl:31])=[CH:27][N:26]=2)=[O:23])=[O:10])[CH2:5][CH2:4]1.C(=O)([O-])[O-].[Cs+].[Cs+].Br[CH2:40][C:41]([O:43][C:44]([CH3:47])([CH3:46])[CH3:45])=[O:42]>CN(C)C=O.O>[C:44]([O:43][C:41]([CH2:40][O:21][C:19]1[CH:18]=[CH:17][C:16]2[C:12]([NH:11][C:9]([C@H:6]3[CH2:5][CH2:4][C@H:3]([N:2]([CH3:32])[CH3:1])[CH2:8][CH2:7]3)=[O:10])=[C:13]([C:22]([NH:24][C:25]3[CH:30]=[CH:29][C:28]([Cl:31])=[CH:27][N:26]=3)=[O:23])[O:14][C:15]=2[CH:20]=1)=[O:42])([CH3:47])([CH3:46])[CH3:45] |f:1.2.3|. Procedure: Trans-3-[4-(dimethylamino)cyclohexylcarbonylamino]-6-hydroxy-N-(5-chloropyridin-2-yl)benzofuran-2-carboxamide (90 mg) obtained in Example 151 is dissolved in N,N-dimethylformamide (2 ml), and thereto are added cesium carbonate (110 mg) and t-butyl bromoacetate (35.5 μl). The mixture is stirred at room temperature for 12 hours, and further stirred at 50° C. for 2.5 hours. The reaction solution is allowed to stand for cooling, and diluted with water, and extracted with ethyl acetate. The organic l... The product is CCS(=O)(=O)N1CCN(c2cc(NC(=O)c3ccc(C(C)(C)O)cc3)nc3cc(C)nn23)CC1. As a reaction SMILES: [CH2:25]([CH3:26])[S:27](=[O:28])(=[O:29])[N:30]1[CH2:31][CH2:32][NH:33][CH2:34][CH2:35]1.[CH3:41][S:42]([CH3:43])=[O:44].[CH3:45][OH:46].[Cl:1][c:2]1[cH:3][c:4]([NH:12][C:13]([c:14]2[cH:15][cH:16][c:17]([C:20]([CH3:21])([CH3:22])[OH:23])[cH:18][cH:19]2)=[O:24])[n:5][c:6]2[n:7]1[n:8][c:9]([CH3:11])[cH:10]2.[O:36]=[CH:37][N:38]([CH3:39])[CH3:40]>>[c:2]1([N:33]2[CH2:32][CH2:31][N:30]([S:27]([CH2:25][CH3:26])(=[O:28])=[O:29])[CH2:35][CH2:34]2)[cH:3][c:4]([NH:12][C:13]([c:14]2[cH:15][cH:16][c:17]([C:20]([CH3:21])([CH3:22])[OH:23])[cH:18][cH:19]2)=[O:24])[n:5][c:6]2[n:7]1[n:8][c:9]([CH3:11])[cH:10]2. The reactants are CCS(=O)(=O)N1CCNCC1, CS(C)=O, CO, Cc1cc2nc(NC(=O)c3ccc(C(C)(C)O)cc3)cc(Cl)n2n1, CN(C)C=O. The reactants are ethereal solution, C[Li] (methyl lithium), CI (methyl iodide), [Li] (lithium), Cl.COC1=CC=C(CC2N(CCC(C2(C)C)=O)C)C=C1 (2-(p-methoxybenzyl)-1,3,3-trimethyl-4-piperidone hydrochloride), [Li] (lithium). Run in O (water), O (water). Reaction conditions: time 1.5 hour. Product: COC1=CC=C(CC2N(CCC(C2(C)C)(O)C)C)C=C1 (2-(p-Methoxybenzyl)-1,3,3,4-tetramethyl-4-piperidinol). Yield: 84.0%. Reaction SMILES: [CH3:1][Li].CI.[Li].Cl.[CH3:7][O:8][C:9]1[CH:25]=[CH:24][C:12]([CH2:13][CH:14]2[C:19]([CH3:21])([CH3:20])[C:18](=[O:22])[CH2:17][CH2:16][N:15]2[CH3:23])=[CH:11][CH:10]=1>O>[CH3:7][O:8][C:9]1[CH:10]=[CH:11][C:12]([CH2:13][CH:14]2[C:19]([CH3:21])([CH3:20])[C:18]([CH3:1])([OH:22])[CH2:17][CH2:16][N:15]2[CH3:23])=[CH:24][CH:25]=1 |f:3.4,^1:4|. Procedure: To a mechanically stirred and nitrogen flushed ethereal solution (200 ml) of methyl lithium (prepared in the usual manner from 43 g of methyl iodide and 4.8 g of lithium) there is added in small quantities 9 g of 2-(p-methoxybenzyl)-1,3,3-trimethyl-4-piperidone hydrochloride. During the addition, which takes some 1.5 hour, the mixture is cooled with water. It is stirred at room temperature for 16 hours and finally refluxed for 1 hour. Then the lithium compounds are hydrolysed by careful addition... Reactants: N1=CC=C(C=C1)C (4-picoline), BrCCCCCC (1-bromohexane), C(C)#N (acetonitrile), CCOCC (ether). Run in C(Cl)(Cl)Cl (CHCl3). The product is [Br-].C(CCCCC)[N+]1=CC=C(C=C1)C (N-Hexyl-4-picolinium bromide). Yield: 92.0%. As a reaction SMILES: [N:1]1[CH:6]=[CH:5][C:4]([CH3:7])=[CH:3][CH:2]=1.[Br:8][CH2:9][CH2:10][CH2:11][CH2:12][CH2:13][CH3:14].C(#N)C.CCOCC>C(Cl)(Cl)Cl>[Br-:8].[CH2:9]([N+:1]1[CH:6]=[CH:5][C:4]([CH3:7])=[CH:3][CH:2]=1)[CH2:10][CH2:11][CH2:12][CH2:13][CH3:14] |f:5.6|. Reported procedure: A solution of 4.65 g of 4-picoline (50 mmol), 9.90 g of 1-bromohexane (60 mmol) and 30 mL of acetonitrile was refluxed for three hours and then cooled to room temperature. The viscous mixture was then added dropwise into 100 mL of ether with vigorous stirring. The mixture was let to stand for a while and then the upper ether layer was decanted. The residual viscous solution was dissolved in 10 mL of acetonitrile again and dispersed into 100 mL of ether. This procedure was repeated two more times...